From a dataset of the Open Reaction Database (ORD), a public repository of structured organic reaction records. describe an organic reaction: reactants, conditions, products, and yield The reactants are ClC1=CC=CC2=C1C(N(CC=1N2C=NC1C(=O)OCC)C)=O (ethyl 7-chloro-5,6-dihydro-5-methyl-6-oxo-4H-imidazo[1,5-a][1,4]benzodiazepine-3-carboxylate), [C-]#N.[K+] (potassium cyanide). Run in C(C#C)O (propargyl alcohol). Reaction conditions: time 40 hour. Yields the product ClC1=CC=CC2=C1C(N(CC=1N2C=NC1C(=O)OCC#C)C)=O (2-propynyl 7-chloro-5,6-dihydro-5-methyl-6-oxo-4H-imidazo[1,5-a][1,4]benzodiazepine-3 -carboxylate). RXN SMILES: [Cl:1][C:2]1[C:7]2[C:8](=[O:22])[N:9]([CH3:21])[CH2:10][C:11]3[N:12]([CH:13]=[N:14][C:15]=3[C:16]([O:18][CH2:19][CH3:20])=[O:17])[C:6]=2[CH:5]=[CH:4][CH:3]=1.[C-:23]#N.[K+]>C(O)C#C>[Cl:1][C:2]1[C:7]2[C:8](=[O:22])[N:9]([CH3:21])[CH2:10][C:11]3[N:12]([CH:13]=[N:14][C:15]=3[C:16]([O:18][CH2:19][C:20]#[CH:23])=[O:17])[C:6]=2[CH:5]=[CH:4][CH:3]=1 |f:1.2|. Procedure details: A mixture of 20.0 g (62.5 mmol) of ethyl 7-chloro-5,6-dihydro-5-methyl-6-oxo-4H-imidazo[1,5-a][1,4]benzodiazepine-3-carboxylate, 1.0 g (15.4 mmol) of potassium cyanide and 100 ml of propargyl alcohol is stirred at 130° for 40 hours, about 50 ml of solvent being distilled off in vacuo after 16 hours and 50 ml of propargyl alcohol being added to the mixture. The mixture is subsequently evaporated to dryness in vacuo, the residue is taken up in chloroform, the chloroform solution is washed once wit... Reaction SMILES: OO.[Cl:3][C:4]1[CH:12]=[CH:11][C:7]([C:8]([OH:10])=[O:9])=[C:6](SC)[C:5]=1[F:15].[S:16](=[O:20])(=O)(O)[OH:17].S(S([O-])=O)([O-])(=O)=O.[Na+].[Na+].[C:30](O)(=O)C>>[Cl:3][C:4]1[CH:12]=[CH:11][C:7]([C:8]([OH:10])=[O:9])=[C:6]([S:16]([CH3:30])(=[O:20])=[O:17])[C:5]=1[F:15] |f:3.4.5|. The reactants are S(=O)(=O)([O-])S(=O)[O-].[Na+].[Na+] (sodium metabisulphite), OO (Hydrogen peroxide), ClC1=C(C(=C(C(=O)O)C=C1)SC)F (4-chloro-3-fluoro-2-(methylsulphenyl)benzoic acid), S(O)(O)(=O)=O (sulphuric acid), C(C)(=O)O (acetic acid). Yields the product ClC1=C(C(=C(C(=O)O)C=C1)S(=O)(=O)C)F (4-chloro-3-fluoro-2-methylsulphonylbenzoic acid). Reported procedure: Hydrogen peroxide (30%; 66 ml) was added to a suspension of 4-chloro-3-fluoro-2-(methylsulphenyl)benzoic acid (2.5 g) and concentrated sulphuric acid (1.5 ml) in acetic acid. The mixture was heated slowly to 80° C. and stirred and heated at that temperature overnight. It was cooled to room temperature and treated with sodium metabisulphite (45 g). It was evaporated and the residue was treated with water and acidified to pH 1. It was extracted with ethyl acetate, washed with water, dried (MgSO4) ... Run at temperature 80 celsius. Reactants: CCCCOCCO (DOWANOL), CCCCCCCCN1C(=O)C(=C(S1)Cl)Cl (DCOIT), CC(CO)OCC(C)OC (DOWANOL DPM). Yields the product CCCCCCCCN1C(=O)C(=C(S1)Cl)Cl.CC(CO)OCC(C)OC (DCOIT Dowanol DPM). As a reaction SMILES: CCCCOCCO.[CH3:9][CH2:10][CH2:11][CH2:12][CH2:13][CH2:14][CH2:15][CH2:16][N:17]1[S:22][C:21]([Cl:23])=[C:20]([Cl:24])[C:18]1=[O:19].[CH3:25][CH:26]([O:29][CH2:30][CH:31]([O:33][CH3:34])[CH3:32])[CH2:27][OH:28]>>[CH3:9][CH2:10][CH2:11][CH2:12][CH2:13][CH2:14][CH2:15][CH2:16][N:17]1[S:22][C:21]([Cl:23])=[C:20]([Cl:24])[C:18]1=[O:19].[CH3:25][CH:26]([O:29][CH2:30][CH:31]([O:33][CH3:34])[CH3:32])[CH2:27][OH:28] |f:3.4|. Procedure: In the DOWANOL PPH preparation above, substitute 18 g of 25% DCOIT in DOWANOL DPM (final concentration of 1500 ppm DCOIT) stirring as directed. Reactants: BrC1=CC=C(C=N1)C(=O)N1CCN(CC1)C1=NC=C(C=C1C)CC ((6-bromopyridin-3-yl)[4-(5-ethyl-3-methylpyridin-2-yl)piperazin-1-yl]methanone), C[C@H]1NC(OC1)=O ((R)-4-methyloxazolidin-2-one). The product is C(C)C=1C=C(C(=NC1)N1CCN(CC1)C(=O)C=1C=CC(=NC1)N1C(OC[C@H]1C)=O)C ((R)-3-{5-[4-(5-ethyl-3-methylpyridin-2-yl)piperazine-1-carbonyl]pyridin-2-yl}-4-methyloxazolidin-2-one). Isolated yield 61.9%. Reaction SMILES: Br[C:2]1[N:7]=[CH:6][C:5]([C:8]([N:10]2[CH2:15][CH2:14][N:13]([C:16]3[C:21]([CH3:22])=[CH:20][C:19]([CH2:23][CH3:24])=[CH:18][N:17]=3)[CH2:12][CH2:11]2)=[O:9])=[CH:4][CH:3]=1.[CH3:25][C@@H:26]1[CH2:30][O:29][C:28](=[O:31])[NH:27]1>>[CH2:23]([C:19]1[CH:20]=[C:21]([CH3:22])[C:16]([N:13]2[CH2:14][CH2:15][N:10]([C:8]([C:5]3[CH:4]=[CH:3][C:2]([N:27]4[C@H:26]([CH3:25])[CH2:30][O:29][C:28]4=[O:31])=[N:7][CH:6]=3)=[O:9])[CH2:11][CH2:12]2)=[N:17][CH:18]=1)[CH3:24]. Reported procedure: By reaction and treatment in the same manner as in Example 1 and using (6-bromopyridin-3-yl)[4-(5-ethyl-3-methylpyridin-2-yl)piperazin-1-yl]methanone (1.37 g) described in Preparation Example 115 and (R)-4-methyloxazolidin-2-one (0.53 g) described in Preparation Example 25, the title compound (892 mg) was obtained. Starting materials: BrC1=CC(=C(C(=O)N2CCC(\C(\C3=C2C=CC=C3)=C/C(=O)OC)(F)F)C=C1)C (methyl (2Z)-[1-(4-bromo-2-methylbenzoyl)-4,4-difluoro-1,2,3,4-tetrahydro-5H-1-benzazepin-5-ylidene]acetate), N(N)C(=O)OC(C)(C)C (tert-butyl hydrazine carboxylate), C([O-])([O-])=O.[Cs+].[Cs+] (cesium carbonate), 1,1′-bis(diphenylphosphine)ferrocene. The reagents and catalysts are C=1C=CC(=CC1)/C=C/C(=O)/C=C/C2=CC=CC=C2.C=1C=CC(=CC1)/C=C/C(=O)/C=C/C2=CC=CC=C2.C=1C=CC(=CC1)/C=C/C(=O)/C=C/C2=CC=CC=C2.[Pd].[Pd] (tris(dibenzylideneacetone)dipalladium). Solvent: C1(=CC=CC=C1)C (toluene). Conditions: temperature 100 celsius, time 4 hour. Product: FC\1(CCN(C2=C(/C1=C/C(=O)C)C=CC=C2)C(=O)C2=C(C=C(C=C2)N(N)C(=O)OC(C)(C)C)C)F (tert-butyl 1-(4-{[(5Z)-4,4-difluoro-5-(2-methyl-2-oxoethylidene)-2,3,4,5-tetrahydro-1H-1-benzazepin-1-yl]carbonyl}-3-methylphenyl)hydrazine carboxylate). The yield is 46.9%. As a reaction SMILES: Br[C:2]1[CH:27]=[CH:26][C:5]([C:6]([N:8]2[C:14]3[CH:15]=[CH:16][CH:17]=[CH:18][C:13]=3/[C:12](=[CH:19]/[C:20](OC)=[O:21])/[C:11]([F:25])([F:24])[CH2:10][CH2:9]2)=[O:7])=[C:4]([CH3:28])[CH:3]=1.[NH:29]([C:31]([O:33][C:34]([CH3:37])([CH3:36])[CH3:35])=[O:32])[NH2:30].[C:38](=O)([O-])[O-].[Cs+].[Cs+]>C1(C)C=CC=CC=1.C1C=CC(/C=C/C(/C=C/C2C=CC=CC=2)=O)=CC=1.C1C=CC(/C=C/C(/C=C/C2C=CC=CC=2)=O)=CC=1.C1C=CC(/C=C/C(/C=C/C2C=CC=CC=2)=O)=CC=1.[Pd].[Pd]>[F:24][C:11]1([F:25])[CH2:10][CH2:9][N:8]([C:6]([C:5]2[CH:26]=[CH:27][C:2]([N:29]([C:31]([O:33][C:34]([CH3:37])([CH3:36])[CH3:35])=[O:32])[NH2:30])=[CH:3][C:4]=2[CH3:28])=[O:7])[C:14]2[CH:15]=[CH:16][CH:17]=[CH:18][C:13]=2/[C:12]/1=[CH:19]/[C:20]([CH3:38])=[O:21] |f:2.3.4,6.7.8.9.10|. Reported procedure: To a solution of 2.0 g of the compound of Example 2 in 30 ml of toluene, 22.35 g of tert-butyl hydrazine carboxylate, 1.43 g of cesium carbonate, 400 mg of tris(dibenzylideneacetone)dipalladium (0), and 740 mg of 1,1′-bis(diphenylphosphine)ferrocene were added, and the mixture was stirred at 100° C. for 4 hours. After cooling the reaction solution, insoluble matter was filtered, and EtOAc and 10% citric acid aqueous solution were added to the filtrate to extract it. The organic layer was washed ...